Dataset: the Open Reaction Database (ORD), a public repository of structured organic reaction records. Task: describe an organic reaction: reactants, conditions, products, and yield Starting materials: ClC1=CC(=C(OC2=CC=C(C=C2)O)C=C1)F (4-(4-chloro-2-fluorophenoxy)phenol), CS(=O)(=O)[O-] (methanesulfonate), C(C(O)C)(=O)OC (methyl lactate), C([O-])([O-])=O.[K+].[K+] (potassium carbonate). Solvent: CS(=O)C (DMSO), O (water). Product: ClC1=CC(=C(OC2=CC=C(OC(C(=O)OC)C)C=C2)C=C1)F (2-[4-(4-chloro-2-fluorophenoxy)phenoxy]propionic acid, methyl ester). Reaction SMILES: [Cl:1][C:2]1[CH:15]=[CH:14][C:5]([O:6][C:7]2[CH:12]=[CH:11][C:10]([OH:13])=[CH:9][CH:8]=2)=[C:4]([F:16])[CH:3]=1.CS([O-])(=O)=O.[C:22]([O:27][CH3:28])(=[O:26])[CH:23]([CH3:25])O.C(=O)([O-])[O-].[K+].[K+]>CS(C)=O.O>[Cl:1][C:2]1[CH:15]=[CH:14][C:5]([O:6][C:7]2[CH:8]=[CH:9][C:10]([O:13][CH:23]([CH3:25])[C:22]([O:27][CH3:28])=[O:26])=[CH:11][CH:12]=2)=[C:4]([F:16])[CH:3]=1 |f:3.4.5|. Reported procedure: A mixture of 4-(4-chloro-2-fluorophenoxy)phenol (2.23 g; 0.01 mole), the methanesulfonate of S methyl lactate (18.22 g; 0.1 mole, minimum of 90% optical purity), and potassium carbonate (1.4 g; 0.01 mole) in DMSO (75 ml) was stirred at room temperature for 18 hours. After this period, the mixture was poured into water (500 ml) then extracted into ether (3×100 ml). The ether extracts were dried (MgSO4), and the solvent evaporated. The residue was purified by preparative HPLC using 8:2 hexane-ethy... The reactants are O=C([O-])[O-], CCOC(C)=O, [Cl-], O=[N+]([O-])c1cccc2c(Cl)nccc12, [Na+], [Na+], O, O. Yields the product Nc1cccc2c(Cl)nccc12. As a reaction SMILES: [C:18](=[O:19])([O-:20])[O-:21].[CH3:24][CH2:25][O:26][C:27]([CH3:28])=[O:29].[Cl-:17].[Cl:1][c:2]1[n:3][cH:4][cH:5][c:6]2[c:7]([N+:12]([O-:13])=[O:14])[cH:8][cH:9][cH:10][c:11]12.[Na+:22].[Na+:23].[OH2:15].[OH2:16]>>[Cl:1][c:2]1[n:3][cH:4][cH:5][c:6]2[c:7]([NH2:12])[cH:8][cH:9][cH:10][c:11]12. Starting materials: C(C)OC(C[C@H](C1=CC=C(C=C1)O[Si](C)(C)C(C)(C)C)N)=O ((R)-3-amino-3-(4-(tert-butyldimethylsiloxy)pheny)-propanoic acid ethyl ester), ClC1=NC=C(C(=N1)Cl)Br (2,4-dichloro-5-bromopyrimidine), CCN(C(C)C)C(C)C (DIEA). Run in CN(C)C=O (DMF). The product is C(C)OC(C[C@H](C1=CC=C(C=C1)O[Si](C)(C)C(C)(C)C)NC1=NC(=NC=C1Br)Cl)=O ((R)-3-(5-bromo-2-chloropyrimidin-4-ylamino)-3-(4-(tert-butyldimethylsiloxy)phenyl)propanoic acid ethyl ester). As a reaction SMILES: [CH2:1]([O:3][C:4](=[O:22])[CH2:5][C@@H:6]([NH2:21])[C:7]1[CH:12]=[CH:11][C:10]([O:13][Si:14]([C:17]([CH3:20])([CH3:19])[CH3:18])([CH3:16])[CH3:15])=[CH:9][CH:8]=1)[CH3:2].[Cl:23][C:24]1[N:29]=[C:28](Cl)[C:27]([Br:31])=[CH:26][N:25]=1.CCN(C(C)C)C(C)C>CN(C=O)C>[CH2:1]([O:3][C:4](=[O:22])[CH2:5][C@@H:6]([NH:21][C:26]1[C:27]([Br:31])=[CH:28][N:29]=[C:24]([Cl:23])[N:25]=1)[C:7]1[CH:12]=[CH:11][C:10]([O:13][Si:14]([C:17]([CH3:18])([CH3:20])[CH3:19])([CH3:16])[CH3:15])=[CH:9][CH:8]=1)[CH3:2]. Procedure details: A solution of (R)-3-amino-3-(4-(tert-butyldimethylsiloxy)pheny)-propanoic acid ethyl ester (1.0 eq), 2,4-dichloro-5-bromopyrimidine (1.2 eq) and DIEA (1.2 eq) in DMF was stirred at 50° C. for 2 hr, and then the DMF was evaporated. The residue was dissolved in EtOAc, and the resulting solution was washed successively with 0.1 M H3PO4, sat. NaHCO3 and sat. NaCl. The EtOAc extracts were treated with MgSO4, filtered, and evaporated to give (R)-3-(5-bromo-2-chloropyrimidin-4-ylamino)-3-(4-(tert-butyl... Reactants: O (water), ClC1=CC=C(C=C1)C1=C(C=2N(C(=N1)N1C=NC=C1)C(NN2)=O)C2=CC=C(C=C2)Cl (7,8-bis(4-chlorophenyl)-5-(1H-imidazol-1-yl)-[1,2,4]triazolo[4,3-c]pyrimidin-3(2H)-one), C(=O)([O-])[O-].[K+].[K+] (K2CO3), ClCC=1C=CC(=NC1)C(F)(F)F (5-(chloromethyl)-2-(trifluoromethyl)pyridine). Run in CCOC(=O)C (EtOAc), CN(C)C=O (DMF). Conditions: temperature 50 celsius, time 30 minute. The product is ClC1=CC=C(C=C1)C1=C(C=2N(C(N1)=O)C(N(N2)CC=2C=NC(=CC2)C(F)(F)F)=O)C2=CC=C(C=C2)Cl (7,8-bis(4-chlorophenyl)-2-((6-(trifluoromethyl)pyridin-3-yl)methyl)-[1,2,4]triazolo[4,3-c]pyrimidine-3,5(2H,6H)-dione). RXN SMILES: [Cl:1][C:2]1[CH:7]=[CH:6][C:5]([C:8]2[N:13]=[C:12](N3C=CN=C3)[N:11]3[C:19](=[O:22])[NH:20][N:21]=[C:10]3[C:9]=2[C:23]2[CH:28]=[CH:27][C:26]([Cl:29])=[CH:25][CH:24]=2)=[CH:4][CH:3]=1.C([O-])([O-])=O.[K+].[K+].Cl[CH2:37][C:38]1[CH:39]=[CH:40][C:41]([C:44]([F:47])([F:46])[F:45])=[N:42][CH:43]=1.[OH2:48]>CN(C=O)C.CCOC(C)=O>[Cl:1][C:2]1[CH:7]=[CH:6][C:5]([C:8]2[NH:13][C:12](=[O:48])[N:11]3[C:19](=[O:22])[N:20]([CH2:37][C:38]4[CH:43]=[N:42][C:41]([C:44]([F:47])([F:46])[F:45])=[CH:40][CH:39]=4)[N:21]=[C:10]3[C:9]=2[C:23]2[CH:28]=[CH:27][C:26]([Cl:29])=[CH:25][CH:24]=2)=[CH:4][CH:3]=1 |f:1.2.3|. Procedure details: To a solution of 7,8-bis(4-chlorophenyl)-5-(1H-imidazol-1-yl)-[1,2,4]triazolo[4,3-c]pyrimidin-3(2H)-one (60 mg, 0.14 mmol) in DMF (0.5 mL) at room temperature under argon was added K2CO3 (25 mg, 0.18 mmol), followed by 5-(chloromethyl)-2-(trifluoromethyl)pyridine (28 mg, 0.14 mmol). The reaction mixture was stirred at 50° C. in a pre-heated oil bath for 30 min. After the reaction mixture was cooled to room temperature, water (5 mL) and EtOAc (5 mL) were added. The layers were separated. The orga... Starting materials: CN1C(=CC2=CC=CC=C12)C(=O)Cl (1-methyl-1H-2-indolecarbonyl chloride), COC1=C(N)C=CC(=C1)B1OC(C(O1)(C)C)(C)C (2-methoxy-4-(4,4,5,5-tetramethyl-1,3,2-dioxaborolan-2-yl)aniline), C(C)N(C(C)C)C(C)C (N-ethyl-N,N-diisopropylamine). The solvent is ClCCl (dichloromethane). Reaction conditions: time 18 hour. The product is COC1=C(C=CC(=C1)B1OC(C(O1)(C)C)(C)C)NC(=O)C=1N(C2=CC=CC=C2C1)C (N2-[2-methoxy-4-(4,4,5,5-tetramethyl-1,3,2-dioxaborolan-2-yl)phenyl]-1-methyl-1H-2-indolecarboxamide). Yield: 70.1%. As a reaction SMILES: [CH3:1][N:2]1[C:10]2[C:5](=[CH:6][CH:7]=[CH:8][CH:9]=2)[CH:4]=[C:3]1[C:11](Cl)=[O:12].[CH3:14][O:15][C:16]1[CH:22]=[C:21]([B:23]2[O:27][C:26]([CH3:29])([CH3:28])[C:25]([CH3:31])([CH3:30])[O:24]2)[CH:20]=[CH:19][C:17]=1[NH2:18].C(N(C(C)C)C(C)C)C>ClCCl>[CH3:14][O:15][C:16]1[CH:22]=[C:21]([B:23]2[O:24][C:25]([CH3:30])([CH3:31])[C:26]([CH3:29])([CH3:28])[O:27]2)[CH:20]=[CH:19][C:17]=1[NH:18][C:11]([C:3]1[N:2]([CH3:1])[C:10]2[C:5]([CH:4]=1)=[CH:6][CH:7]=[CH:8][CH:9]=2)=[O:12]. Reported procedure: To a solution containing 1-methyl-1H-2-indolecarbonyl chloride (5.44 g, 0.0281 mol) and 2-methoxy-4-(4,4,5,5-tetramethyl-1,3,2-dioxaborolan-2-yl)aniline (7.00 g, 0.0281 mol) in anhydrous dichloromethane (150 mL), N-ethyl-N,N-diisopropylamine (4.9 mL, 0.0309 mol) was added dropwise at 0° C. and the resulting solution was stirred at ambient temperature under an atmosphere of nitrogen for 18 hours. The reaction mixture was concentrated under reduced pressure and the residue was partitioned between ... Starting materials: NCc1ccccc1, CC(C)c1ccccc1, O, O=C(O)CC(O)C(=O)O. The product is O=C1CC(O)C(=O)N1Cc1ccccc1. RXN SMILES: [CH2:10]([c:11]1[cH:12][cH:13][cH:14][cH:15][cH:16]1)[NH2:17].[CH3:18][CH:19]([c:20]1[cH:21][cH:22][cH:23][cH:24][cH:25]1)[CH3:26].[OH2:27].[OH:1][CH:2]([CH2:3][C:4]([OH:5])=[O:8])[C:7]([OH:6])=[O:9]>>[OH:1][CH:2]1[CH2:3][C:4](=[O:5])[N:17]([CH2:10][c:11]2[cH:12][cH:13][cH:14][cH:15][cH:16]2)[C:7]1=[O:9].